Dataset: the Open Reaction Database (ORD), a public repository of structured organic reaction records. Task: describe an organic reaction: reactants, conditions, products, and yield Starting materials: C(C)(C)(C)NC1=C(C#N)C=CC(=N1)OC1=CC(=C(C=C1)B1OC(C(O1)(C)C)(C)C)C=O (2-tert-Butylamino-6-[3-formyl-4-(4,4,5,5-tetramethyl-[1,3,2]dioxaborolan-2-yl)-phenoxy]-nicotinonitrile), [BH4-].[Na+] (NaBH4), Cl (HCl). Solvent: CN(C)C=O (DMF). Product: C(C)(C)(C)NC1=C(C#N)C=CC(=N1)OC1=CC2=C(B(OC2)O)C=C1 (2-tert-butylamino-6-(1-hydroxy-1,3-dihydro-benzo[c][1,2]oxaborol-5-yloxy)-nicotinonitrile). Isolated yield 55.9%. RXN SMILES: [C:1]([NH:5][C:6]1[N:13]=[C:12]([O:14][C:15]2[CH:20]=[CH:19][C:18]([B:21]3[O:25]C(C)(C)[C:23](C)(C)[O:22]3)=[C:17](C=O)[CH:16]=2)[CH:11]=[CH:10][C:7]=1[C:8]#[N:9])([CH3:4])([CH3:3])[CH3:2].[BH4-].[Na+].Cl>CN(C=O)C>[C:1]([NH:5][C:6]1[N:13]=[C:12]([O:14][C:15]2[CH:20]=[CH:19][C:18]3[B:21]([OH:25])[O:22][CH2:23][C:17]=3[CH:16]=2)[CH:11]=[CH:10][C:7]=1[C:8]#[N:9])([CH3:3])([CH3:2])[CH3:4] |f:1.2|. Procedure: To a solution of 2-tert-butylamino-6-[3-formyl-4-(4,4,5,5-tetramethyl-[1,3,2]dioxaborolan-2-yl)-phenoxy]-nicotinonitrile (7, 1 g, 2.38 mmol) in DMF (anhydrous, 100 mL) was added NaBH4 (0.55 g, 14.25 mmol). The reaction was kept at r.t. for 4 h, before the addition of HCl (1 M, 30 mL). The reaction was kept O/N. All the volatile components were removed in vacuo. Purification was accomplished by preparative HPLC, eluting with 5%-80% ACN/water gradient, to afford 430 mg (56% yield) of the title com... The reactants are C(C)(=O)NC=1C(=C(C(=O)O)C(=C(C1I)NC(CC(O)(O)O)=O)I)I (3-acetamido-2,4,6-triiodo-5-trishydroxymethylacetamido-benzoic acid), [N+](=O)([O-])C=1C(=C(C(=O)O)C=CC1)NC(C(CO)(CO)CO)=O (3-nitro-trishydroxymethylacetamido-benzoic acid). The product is NC=1C=C(C(=O)O)C=C(C1)NC(CC(O)(O)O)=O (3-amino-5-trishydroxymethylacetamido-benzoic acid). RXN SMILES: C([NH:4][C:5]1[C:6](I)=[C:7]([C:11](I)=[C:12]([NH:15][C:16](=[O:22])[CH2:17][C:18]([OH:21])([OH:20])[OH:19])[C:13]=1I)[C:8]([OH:10])=[O:9])(=O)C.[N+](C1C(NC(=O)C(CO)(CO)CO)=C(C=CC=1)C(O)=O)([O-])=O>>[NH2:4][C:5]1[CH:6]=[C:7]([CH:11]=[C:12]([NH:15][C:16](=[O:22])[CH2:17][C:18]([OH:21])([OH:20])[OH:19])[CH:13]=1)[C:8]([OH:10])=[O:9]. Procedure details: In the preparation of the 3-acetamido-2,4,6-triiodo-5-trishydroxymethylacetamido-benzoic acid of the invention, 3-nitro-trishydroxymethylacetamido-benzoic acid is reduced to form 3-amino-5-trishydroxymethylacetamido-benzoic acid. The latter is then iodinated to form 3-amino-2,4,6-triiodo-5-trishydroxymethylacetamidobenzoic acid, after which the 3-amino compound is acylated to form the desired 3-acetamido-2,4,6-triiodo-5-trishydroxymethylacetamido-benzoic acid. Reactants: CCOC(C)=O, Cc1ccc(C(=O)NC2CC2)cc1-c1ccc2c(C3=CCN(C)CC3)nncc2c1, [H][H]. Yields the product Cc1ccc(C(=O)NC2CC2)cc1-c1ccc2c(C3CCN(C)CC3)nncc2c1. Reaction SMILES: [CH3:33][CH2:34][O:35][C:36](=[O:37])[CH3:38].[CH:1]1([NH:4][C:5]([c:6]2[cH:7][c:8](-[c:13]3[cH:14][c:15]4[cH:16][n:17][n:18][c:19]([C:23]5=[CH:28][CH2:27][N:26]([CH3:29])[CH2:25][CH2:24]5)[c:20]4[cH:21][cH:22]3)[c:9]([CH3:12])[cH:10][cH:11]2)=[O:30])[CH2:2][CH2:3]1.[H:31][H:32]>>[CH:1]1([NH:4][C:5]([c:6]2[cH:7][c:8](-[c:13]3[cH:14][c:15]4[cH:16][n:17][n:18][c:19]([CH:23]5[CH2:24][CH2:25][N:26]([CH3:29])[CH2:27][CH2:28]5)[c:20]4[cH:21][cH:22]3)[c:9]([CH3:12])[cH:10][cH:11]2)=[O:30])[CH2:2][CH2:3]1. Reactants: CC(C)(C)OC(=O)CBr, CN(C)C=O, [H-], Cc1cc(C)cc(NC(=O)c2cccnc2SCc2ccnc(N)c2)c1, [Na+], O. The product is Cc1cc(C)cc(N(CC(=O)OC(C)(C)C)C(=O)c2cccnc2SCc2ccnc(N)c2)c1. Reaction SMILES: [C:29]([CH3:30])([CH3:31])([CH3:32])[O:33][C:34]([CH2:35][Br:36])=[O:37].[CH3:39][N:40]([CH3:41])[CH:42]=[O:43].[H-:27].[NH2:1][c:2]1[n:3][cH:4][cH:5][c:6]([CH2:8][S:9][c:10]2[n:11][cH:12][cH:13][cH:14][c:15]2[C:16](=[O:17])[NH:18][c:19]2[cH:20][c:21]([CH3:26])[cH:22][c:23]([CH3:25])[cH:24]2)[cH:7]1.[Na+:28].[OH2:38]>>[NH2:1][c:2]1[n:3][cH:4][cH:5][c:6]([CH2:8][S:9][c:10]2[n:11][cH:12][cH:13][cH:14][c:15]2[C:16](=[O:17])[N:18]([c:19]2[cH:20][c:21]([CH3:26])[cH:22][c:23]([CH3:25])[cH:24]2)[CH2:35][C:34]([O:33][C:29]([CH3:30])([CH3:31])[CH3:32])=[O:37])[cH:7]1. Starting materials: COCCCCN1C(=O)C(C)(C)Oc2cc(Br)c(C(=O)N(C(C)C)C3CCCN(C(=O)OC(C)(C)C)C3)cc21, C[O-], [Na+], CN(C)C=O, O. Yields the product COCCCCN1C(=O)C(C)(C)Oc2cc(OC)c(C(=O)N(C(C)C)C3CCCN(C(=O)OC(C)(C)C)C3)cc21. As a reaction SMILES: [Br:1][c:2]1[cH:3][c:4]2[c:5]([cH:19][c:20]1[C:21](=[O:22])[N:23]([CH:24]1[CH2:25][N:26]([C:30](=[O:31])[O:32][C:33]([CH3:34])([CH3:35])[CH3:36])[CH2:27][CH2:28][CH2:29]1)[CH:37]([CH3:38])[CH3:39])[N:6]([CH2:13][CH2:14][CH2:15][CH2:16][O:17][CH3:18])[C:7](=[O:12])[C:8]([CH3:10])([CH3:11])[O:9]2.[CH3:40][O-:41].[Na+:42].[O:43]=[CH:44][N:45]([CH3:46])[CH3:47].[OH2:48]>>[c:2]1([O:43][CH3:44])[cH:3][c:4]2[c:5]([cH:19][c:20]1[C:21](=[O:22])[N:23]([CH:24]1[CH2:25][N:26]([C:30](=[O:31])[O:32][C:33]([CH3:34])([CH3:35])[CH3:36])[CH2:27][CH2:28][CH2:29]1)[CH:37]([CH3:38])[CH3:39])[N:6]([CH2:13][CH2:14][CH2:15][CH2:16][O:17][CH3:18])[C:7](=[O:12])[C:8]([CH3:10])([CH3:11])[O:9]2. Starting materials: CN(CCN=C=NCCC)C (N1,N1-dimethyl-N2-((propylimino)methylene)ethane-1,2-diamine), NC=1C=C(C(=O)O)C=CC1Br (3-amino-4-bromobenzoic acid), CN1CCN(CC1)C1=C(C=CC=C1)CN ((2-(4-methylpiperazin-1-yl)phenyl)methanamine), C=1C=CC2=C(C1)N=NN2O (HOBt). The solvent is C(Cl)Cl (DCM), C(Cl)Cl (DCM). Yields the product NC=1C=C(C(=O)NCC2=C(C=CC=C2)N2CCN(CC2)C)C=CC1Br (3-Amino-4-bromo-N-(2-(4-methylpiperazin-1-yl)benzyl)benzamide). Reaction SMILES: CN(C)CCN=C=NCCC.[NH2:12][C:13]1[CH:14]=[C:15]([CH:19]=[CH:20][C:21]=1[Br:22])[C:16]([OH:18])=O.[CH3:23][N:24]1[CH2:29][CH2:28][N:27]([C:30]2[CH:35]=[CH:34][CH:33]=[CH:32][C:31]=2[CH2:36][NH2:37])[CH2:26][CH2:25]1.C1C=CC2N(O)N=NC=2C=1>C(Cl)Cl>[NH2:12][C:13]1[CH:14]=[C:15]([CH:19]=[CH:20][C:21]=1[Br:22])[C:16]([NH:37][CH2:36][C:31]1[CH:32]=[CH:33][CH:34]=[CH:35][C:30]=1[N:27]1[CH2:26][CH2:25][N:24]([CH3:23])[CH2:29][CH2:28]1)=[O:18]. Procedure: N1,N1-dimethyl-N2-((propylimino)methylene)ethane-1,2-diamine (0.70 ml, 3.99 mmol) was added to a stirred solution/suspension of 3-amino-4-bromobenzoic acid (719 mg, 3.33 mmol), (2-(4-methylpiperazin-1-yl)phenyl)methanamine (820 mg, 3.99 mmol) and HOBt (140 mg, 1.0 mmol) in dry DCM (20 ml) under argon. After 24 hrs the reaction mixture was diluted with DCM and washed several times with water. The solvent was removed in vacuo and the resulting yellow oil was triturated with DCM/diethyl to give a y... Reactants: COC(=O)C=1C(=C2N(N=CC(=C2Cl)C#N)C1)C (4-chloro-3-cyano-5-methyl-pyrrolo[1,2-b]pyridazine-6-carboxylic acid methyl ester), NC1CCN(CC1)CC1=CC=CC=C1 (4-amino-1-benzylpiperidine), COC(=O)C=1C(=C2N(N=CC(=C2NC2=CC=C(C=C2)OC2=C(C=CC=C2)OC(C)(C)C(=O)OC(C)(C)C)C#N)C1)C (4-{4-[2-(1-tert-butoxycarbonyl-1-methyl-ethoxy)phenoxy]-phenylamino}-3-cyano-5-methyl-pyrrolo[1,2-b]pyridazine-6-carboxylicacid methyl ester). Product: COC(=O)C=1C(=C2N(N=CC(=C2NC2CCN(CC2)CC2=CC=CC=C2)C#N)C1)C (4-(1-Benzyl-piperidin-4-ylamino)-3-cyano-5-methyl-pyrrolo[1,2-b]pyridazine-6-carboxylic acid methyl ester). As a reaction SMILES: [CH3:1][O:2][C:3]([C:5]1[C:6]([CH3:17])=[C:7]2[C:12](Cl)=[C:11]([C:14]#[N:15])[CH:10]=[N:9][N:8]2[CH:16]=1)=[O:4].[NH2:18][CH:19]1[CH2:24][CH2:23][N:22]([CH2:25][C:26]2[CH:31]=[CH:30][CH:29]=[CH:28][CH:27]=2)[CH2:21][CH2:20]1.COC(C1C(C)=C2C(NC3C=CC(OC4C=CC=CC=4OC(C(OC(C)(C)C)=O)(C)C)=CC=3)=C(C#N)C=NN2C=1)=O>>[CH3:1][O:2][C:3]([C:5]1[C:6]([CH3:17])=[C:7]2[C:12]([NH:18][CH:19]3[CH2:24][CH2:23][N:22]([CH2:25][C:26]4[CH:31]=[CH:30][CH:29]=[CH:28][CH:27]=4)[CH2:21][CH2:20]3)=[C:11]([C:14]#[N:15])[CH:10]=[N:9][N:8]2[CH:16]=1)=[O:4]. Procedure details: The title compound was prepared from 4-chloro-3-cyano-5-methyl-pyrrolo[1,2-b]pyridazine-6-carboxylic acid methyl ester (prepared using the procedure of Example 1D) (65.0 mg, 0.246 mmol) and 4-amino-1-benzylpiperidine (52.6 μl, 0.258 mmol) by a route analogous to that used for the preparation of compound 388D. It (100 mg, 97%) was a white crystalline solid. LCMS Found: (M+H)+=418.2 Starting materials: C=CCOC(=O)NC1CN(C(=O)OCC=C)C(CO[SiH](C)C)(C(C)(C)C)C1, CI, CN(C)C=O, CCOC(C)=O, [H-], [Na+], O. Product: C=CCOC(=O)N(C)C1CN(C(=O)OCC=C)C(CO[SiH](C)C)(C(C)(C)C)C1. As a reaction SMILES: [CH2:1]([CH:2]=[CH2:3])[O:4][C:5](=[O:6])[N:7]1[C:8]([C:19]([CH3:20])([CH3:21])[CH3:22])([CH2:23][O:24][SiH:25]([CH3:26])[CH3:27])[CH2:9][CH:10]([NH:12][C:13](=[O:14])[O:15][CH2:16][CH:17]=[CH2:18])[CH2:11]1.[CH3:30][I:31].[CH3:32][N:33]([CH3:34])[CH:35]=[O:36].[CH3:38][CH2:39][O:40][C:41](=[O:42])[CH3:43].[H-:28].[Na+:29].[OH2:37]>>[CH2:1]([CH:2]=[CH2:3])[O:4][C:5](=[O:6])[N:7]1[C:8]([C:19]([CH3:20])([CH3:21])[CH3:22])([CH2:23][O:24][SiH:25]([CH3:26])[CH3:27])[CH2:9][CH:10]([N:12]([C:13](=[O:14])[O:15][CH2:16][CH:17]=[CH2:18])[CH3:30])[CH2:11]1. Starting materials: CN(C(C1=CN=C(C=C1C1=C(C=CC=C1)C)N1CCOCC1)=O)CC1=C(C=CC2=CC=CC=C12)C (N-methyl-N-(2-methyl-naphthalen-1-ylmethyl)-6-morpholin-4-yl-4-o-tolyl-nicotinamide), ClC1=C(CBr)C=C(C=C1)OC (2-chloro-5-methoxy-benzyl bromide). The product is ClC1=C(CN(C(C2=CN=C(C=C2C2=C(C=CC=C2)C)N2CCOCC2)=O)C)C=C(C=C1)OC (N-(2-Chloro-5-methoxy-benzyl)-N-methyl-6-morpholin-4-yl-4-o-tolyl-nicotinamide). Reaction SMILES: [CH3:1][N:2](CC1C2C(=CC=CC=2)C=CC=1C)[C:3](=[O:23])[C:4]1[C:9]([C:10]2[CH:15]=[CH:14][CH:13]=[CH:12][C:11]=2[CH3:16])=[CH:8][C:7]([N:17]2[CH2:22][CH2:21][O:20][CH2:19][CH2:18]2)=[N:6][CH:5]=1.[Cl:36][C:37]1[CH:44]=[CH:43][C:42]([O:45][CH3:46])=[CH:41][C:38]=1[CH2:39]Br>>[Cl:36][C:37]1[CH:44]=[CH:43][C:42]([O:45][CH3:46])=[CH:41][C:38]=1[CH2:39][N:2]([CH3:1])[C:3](=[O:23])[C:4]1[C:9]([C:10]2[CH:15]=[CH:14][CH:13]=[CH:12][C:11]=2[CH3:16])=[CH:8][C:7]([N:17]2[CH2:22][CH2:21][O:20][CH2:19][CH2:18]2)=[N:6][CH:5]=1. Reported procedure: The parent compound was obtained as a white solid in comparable yields according to the procedures described above for the preparation of N-methyl-N-(2-methyl-naphthalen-1-ylmethyl)-6-morpholin-4-yl-4-o-tolyl-nicotinamide (Example 19) using 2-chloro-5-methoxy-benzyl bromide instead of 1-chloromethyl-2-methylnaphthalene in step b). Reactants: CC(=O)O, Cl, O=N[O-], Cc1cc(Br)cc(Cl)c1N, [Na+], O. Yields the product Cc1cc(Cl)cc(Br)c1. As a reaction SMILES: [CH3:16][C:17](=[O:18])[OH:19].[ClH:11].[N:12]([O-:13])=[O:14].[NH2:1][c:2]1[c:3]([CH3:10])[cH:4][c:5]([Br:9])[cH:6][c:7]1[Cl:8].[Na+:15].[OH2:20]>>[cH:2]1[c:3]([CH3:10])[cH:4][c:5]([Br:9])[cH:6][c:7]1[Cl:8].